This data is from the Open Reaction Database (ORD), a public repository of structured organic reaction records. The task is: describe an organic reaction: reactants, conditions, products, and yield Reactants: CCN(CCCCC(C)C)CCNc1ccc([N+](=O)[O-])cc1, C=CCBr. The product is C=CCN(CCN(CC)CCCCC(C)C)c1ccc([N+](=O)[O-])cc1. As a reaction SMILES: [CH2:1]([CH3:2])[N:3]([CH2:4][CH2:5][NH:6][c:7]1[cH:8][cH:9][c:10]([N+:13](=[O:14])[O-:15])[cH:11][cH:12]1)[CH2:16][CH2:17][CH2:18][CH2:19][CH:20]([CH3:21])[CH3:22].[CH2:23]([CH:24]=[CH2:25])[Br:26]>>[CH2:1]([CH3:2])[N:3]([CH2:4][CH2:5][N:6]([c:7]1[cH:8][cH:9][c:10]([N+:13](=[O:14])[O-:15])[cH:11][cH:12]1)[CH2:25][CH:24]=[CH2:23])[CH2:16][CH2:17][CH2:18][CH2:19][CH:20]([CH3:21])[CH3:22].